Dataset: the Open Reaction Database (ORD), a public repository of structured organic reaction records. Task: describe an organic reaction: reactants, conditions, products, and yield The reactants are NC1=NC(=C(C(=N1)C1=CC(=CC=C1)F)C#N)S(=O)C (2-amino-4-(3-fluoro-phenyl)-6-methanesulfinyl-pyrimidine-5-carbonitrile), SCCC1=NC=CC=C1 (2-mercaptoethylpyridine), C1CCC2=NCCCN2CC1 (DBU). Run in COCCOC (DME). Yields the product NC1=NC(=C(C(=N1)C1=CC(=CC=C1)F)C#N)SCCC1=NC=CC=C1 (2-Amino-4-(3-fluoro-phenyl)-6-(2-pyridin-2-yl-ethylsulfanyl)-pyrimidine-5-carbonitrile). As a reaction SMILES: [NH2:1][C:2]1[N:7]=[C:6]([C:8]2[CH:13]=[CH:12][CH:11]=[C:10]([F:14])[CH:9]=2)[C:5]([C:15]#[N:16])=[C:4]([S:17]([CH3:19])=O)[N:3]=1.SC[CH2:22][C:23]1[CH:28]=[CH:27][CH:26]=[CH:25][N:24]=1.C1CCN2C(=NCCC2)CC1>COCCOC>[NH2:1][C:2]1[N:7]=[C:6]([C:8]2[CH:13]=[CH:12][CH:11]=[C:10]([F:14])[CH:9]=2)[C:5]([C:15]#[N:16])=[C:4]([S:17][CH2:19][CH2:22][C:23]2[CH:28]=[CH:27][CH:26]=[CH:25][N:24]=2)[N:3]=1. Procedure: From 2-amino-4-(3-fluoro-phenyl)-6-methanesulfinyl-pyrimidine-5-carbonitrile, 2-mercaptoethylpyridine and DBU in DME. ES-MS m/e (%): 352 (M+H+, 100). The product is FC=1C(=NC(=CC1)C)C1=NC=C(C(=C1)N)C (3′-fluoro-5,6′-dimethyl-2,2′-bipyridin-4-amine). Solvent: CC(=O)O (AcOH). Conditions: temperature 100 celsius, time 30 minute. The reactants are FC=1C(=NC(=CC1)C)C1=[N+](C=C(C(=C1)[N+](=O)[O-])C)[O-] (2-(3-fluoro-6-methylpyridin-2-yl)-5-methyl-4-nitropyridine 1-oxide), [OH-].[Na+] (NaOH). Procedure details: To a solution of 2-(3-fluoro-6-methylpyridin-2-yl)-5-methyl-4-nitropyridine 1-oxide (2.7 g, 10.2 mmol) in AcOH (54 mL) was added iron (2.3 g, 40.9 mmol) and the mixture was stirred at 100° C. for 30 minutes, cooled to room temperature, adjusted pH to about 8 with NaOH (1N) and extracted with ethyl acetate. The organic layers were concentrated to give 3′-fluoro-5,6′-dimethyl-2,2′-bipyridin-4-amine. 1HNMR (CDCL3) δ ppm 8.32 (s, 1H), 7.43-7.38 (m, 1H), 7.19-7.15 (m, 2H), 4.19 (s, 2H), 2.65 (s, 3H),... Reaction SMILES: [F:1][C:2]1[C:3]([C:9]2[CH:14]=[C:13]([N+:15]([O-])=O)[C:12]([CH3:18])=[CH:11][N+:10]=2[O-])=[N:4][C:5]([CH3:8])=[CH:6][CH:7]=1.[OH-].[Na+]>CC(O)=O.[Fe]>[F:1][C:2]1[C:3]([C:9]2[CH:14]=[C:13]([NH2:15])[C:12]([CH3:18])=[CH:11][N:10]=2)=[N:4][C:5]([CH3:8])=[CH:6][CH:7]=1 |f:1.2|. Reagents/catalysts: [Fe] (iron). Reactants: N1CCC(CC1)C=1SC=C(N1)C1=CC=C(C(=O)O)C=C1 (4-(2-Piperidin-4-yl-thiazol-4-yl)-benzoic acid), C=O (formaldehyde), polystyrene. Run in C(C)(=O)O (acetic acid), CO (methanol), O1CCCC1 (tetrahydrofurane). Run at time 16 hour. Product: CN1CCC(CC1)C=1SC=C(N1)C1=CC=C(C(=O)O)C=C1 (4-[2-(1-Methyl-piperidin-4-yl)-thiazol-4-yl]-benzoic acid). RXN SMILES: [NH:1]1[CH2:6][CH2:5][CH:4]([C:7]2[S:8][CH:9]=[C:10]([C:12]3[CH:20]=[CH:19][C:15]([C:16]([OH:18])=[O:17])=[CH:14][CH:13]=3)[N:11]=2)[CH2:3][CH2:2]1.[CH2:21]=O>C(O)(=O)C.CO.O1CCCC1>[CH3:21][N:1]1[CH2:6][CH2:5][CH:4]([C:7]2[S:8][CH:9]=[C:10]([C:12]3[CH:20]=[CH:19][C:15]([C:16]([OH:18])=[O:17])=[CH:14][CH:13]=3)[N:11]=2)[CH2:3][CH2:2]1. Procedure details: To a solution of 4-(2-Piperidin-4-yl-thiazol-4-yl)-benzoic acid (1 mmol) in acetic acid (0.5 mL), methanol (3 mL) and tetrahydrofurane (4.5 mL) was added formaldehyde (aq. 37%, 300 mL) and polystyrene bound cyanoborohydride (2.36 mmol/g, 900 mg). The slurry was then agitated for 16 hours at room temperature. The slurry was then filtered and the resin washed with methanol (2 mL). The solution was concentrated to dryness in vacuo. m/z=303.1 in MS ES+, which was characterized by hplc and MS and use... Reactants: COc1ccc2cc(C(C)C(=O)O)ccc2c1, NCc1ccccc1. The reagents and catalysts are C1CCN(C1)[P+](N2CCCC2)(N3CCCC3)Cl.F[P-](F)(F)(F)(F)F (PyCloP), CCN(C(C)C)C(C)C (DIPEA), C1=CC=C2C(=C1)N=NN2O (HOBt). The solvent is CN(C)C=O (DMF), CN(C)C=O (DMF), CN(C)C=O (DMF), CN(C)C=O (DMF), CN(C)C=O (DMF), CN(C)C=O (DMF). Run at temperature 25 celsius, time 2 hour. Product: COc1ccc2cc(C(C)C(=O)NCc3ccccc3)ccc2c1. The yield is 1.5%. As a reaction SMILES: NCc1ccccc1.COc1ccc2cc(C(C)C(=O)O)ccc2c1.C1CCN(C1)[P+](N2CCCC2)(N3CCCC3)Cl.F[P-](F)(F)(F)(F)F.C1=CC=C2C(=C1)N=NN2O.CCN(C(C)C)C(C)C.CN(C)C=O>>COc1ccc2cc(C(C)C(=O)NCc3ccccc3)ccc2c1. The reactants are ClC1=CC(=CC=C1)C(=O)OO (m-chloroperbenzoic acid), C(C)(C)N1C(OC(C1)COC=1C=NC(=CC1)C)=O (3-isopropyl-5-[(6-methylpyridin-3-yloxy)methyl]-oxazolidin-2-one). Solvent: ClCCl (dichloromethane), ClCCl (dichloromethane). Conditions: time 8 hour. Yields the product C(C)(C)N1C(OC(C1)COC=1C=[N+](C(=CC1)C)[O-])=O (3-[(3-Isopropyloxazolidin-2-on-5-yl)methoxy]-6-methyl-pyridine-1-oxide). Reaction SMILES: ClC1C=CC=C(C(OO)=[O:9])C=1.[CH:12]([N:15]1[CH2:19][CH:18]([CH2:20][O:21][C:22]2[CH:23]=[N:24][C:25]([CH3:28])=[CH:26][CH:27]=2)[O:17][C:16]1=[O:29])([CH3:14])[CH3:13]>ClCCl>[CH:12]([N:15]1[CH2:19][CH:18]([CH2:20][O:21][C:22]2[CH:23]=[N+:24]([O-:9])[C:25]([CH3:28])=[CH:26][CH:27]=2)[O:17][C:16]1=[O:29])([CH3:14])[CH3:13]. Reported procedure: A solution of 4.1 g of m-chloroperbenzoic acid in 30 ml of dichloromethane is added over the course of 10 minutes to a solution of 4.8 g of 3-isopropyl-5-[(6-methylpyridin-3-yloxy)methyl]-oxazolidin-2-one in 50 ml of dichloromethane, whilst stirring, and the mixture is left to stand overnight at room temperature. After dilution with 50 ml of dichloromethane the reaction mixture is extracted with 20 ml of saturated potassium bicarbonate solution at a time, dried over sodium sulphate and evaporate... Starting materials: hydrochloric acid ice, C(CC(=O)O)(=O)O (Malonic acid), C(=O)C1=CC=C(C=C1)OS(=O)(=O)C (methanesulfonic acid 4-formylphenyl ester), N1CCCCC1 (piperidine). Solvent: N1=CC=CC=C1 (pyridine). Reaction conditions: temperature 90 celsius. Product: CS(=O)(=O)OC1=CC=C(C=C1)/C=C/C(=O)O ((E)-3-(4-(methanesulfonyloxy)phenyl)acrylic acid). Yield: 57.4%. RXN SMILES: [C:1]([OH:7])(=[O:6])[CH2:2][C:3](O)=O.C([C:10]1[CH:15]=[CH:14][C:13]([O:16][S:17]([CH3:20])(=[O:19])=[O:18])=[CH:12][CH:11]=1)=O.N1CCCCC1>N1C=CC=CC=1>[CH3:20][S:17]([O:16][C:13]1[CH:12]=[CH:11][C:10](/[CH:3]=[CH:2]/[C:1]([OH:7])=[O:6])=[CH:15][CH:14]=1)(=[O:19])=[O:18]. Reported procedure: Malonic acid (7.80 g, 74.92 mmol) was added to a solution of the crude methanesulfonic acid 4-formylphenyl ester (10 g, 49.95 mmol), which was synthesized in the preceeding step, and piperidine (0.7 ml, 7.09 mmol) in pyridine (50 ml). The reaction mixture was heated to 90° C. for 2.5 h. It was cooled to room temperature. Concentrated hydrochloric acid/ice (400 ml/100 ml) was added. The precipitation was filtered off and washed with a 10% aqueous solution of acetic acid (200 ml). It was dried in ... The reactants are CCCn1nc(C(N)=O)cc1CC, O=P(Cl)(Cl)Cl. Product: CCCn1nc(C#N)cc1CC. RXN SMILES: [CH2:1]([CH3:2])[c:3]1[cH:4][c:5]([C:11](=[O:12])[NH2:13])[n:6][n:7]1[CH2:8][CH2:9][CH3:10].[P:14]([Cl:15])([Cl:16])([Cl:17])=[O:18]>>[CH2:1]([CH3:2])[c:3]1[cH:4][c:5]([C:11]#[N:13])[n:6][n:7]1[CH2:8][CH2:9][CH3:10].